Dataset: the Open Reaction Database (ORD), a public repository of structured organic reaction records. Task: describe an organic reaction: reactants, conditions, products, and yield Reactants: Cl, COc1ccc(-n2nnnc2-c2cc(-c3cnn(C4CCN(C(=O)OC(C)(C)C)CC4)c3)cnc2N)c(F)c1F, C1COCCO1. Product: COc1ccc(-n2nnnc2-c2cc(-c3cnn(C4CCNCC4)c3)cnc2N)c(F)c1F. As a reaction SMILES: [ClH:41].[NH2:1][c:2]1[c:3](-[c:26]2[n:27][n:28][n:29][n:30]2-[c:31]2[c:32]([F:40])[c:33]([F:39])[c:34]([O:37][CH3:38])[cH:35][cH:36]2)[cH:4][c:5](-[c:8]2[cH:9][n:10][n:11]([CH:13]3[CH2:14][CH2:15][N:16]([C:19]([O:20][C:21]([CH3:22])([CH3:23])[CH3:24])=[O:25])[CH2:17][CH2:18]3)[cH:12]2)[cH:6][n:7]1.[O:42]1[CH2:43][CH2:44][O:45][CH2:46][CH2:47]1>>[NH2:1][c:2]1[c:3](-[c:26]2[n:27][n:28][n:29][n:30]2-[c:31]2[c:32]([F:40])[c:33]([F:39])[c:34]([O:37][CH3:38])[cH:35][cH:36]2)[cH:4][c:5](-[c:8]2[cH:9][n:10][n:11]([CH:13]3[CH2:14][CH2:15][NH:16][CH2:17][CH2:18]3)[cH:12]2)[cH:6][n:7]1. Starting materials: C(C)OC(=O)C1(CC1)C1=CC=C(C=C1)C1=CC=C(C=C1)C1=C(C(=NO1)C)CO (1-[4′-(4-Hydroxymethyl-3-methyl-isoxazol-5-yl)-biphenyl-4-yl]-cyclopropanecarboxylic acid ethyl ester), C(C1=CC=CC=C1)Br (benzyl bromide), [H-].[Na+] (Sodium hydride). Run in O1CCOCC1 (dioxane). Reaction conditions: temperature 60 celsius. The product is C(C1=CC=CC=C1)OCC=1C(=NOC1C1=CC=C(C=C1)C1=CC=C(C=C1)C1(CC1)C(=O)O)C (1-[4′-(4-Benzyloxymethyl-3-methyl-isoxazol-5-yl)-biphenyl-4-yl]-cyclopropanecarboxylic acid). RXN SMILES: C([O:3][C:4]([C:6]1([C:9]2[CH:14]=[CH:13][C:12]([C:15]3[CH:20]=[CH:19][C:18]([C:21]4[O:25][N:24]=[C:23]([CH3:26])[C:22]=4[CH2:27][OH:28])=[CH:17][CH:16]=3)=[CH:11][CH:10]=2)[CH2:8][CH2:7]1)=[O:5])C.[CH2:29](Br)[C:30]1[CH:35]=[CH:34][CH:33]=[CH:32][CH:31]=1.[H-].[Na+]>O1CCOCC1>[CH2:29]([O:28][CH2:27][C:22]1[C:23]([CH3:26])=[N:24][O:25][C:21]=1[C:18]1[CH:19]=[CH:20][C:15]([C:12]2[CH:13]=[CH:14][C:9]([C:6]3([C:4]([OH:3])=[O:5])[CH2:7][CH2:8]3)=[CH:10][CH:11]=2)=[CH:16][CH:17]=1)[C:30]1[CH:35]=[CH:34][CH:33]=[CH:32][CH:31]=1 |f:2.3|. Procedure details: 1-[4′-(4-Hydroxymethyl-3-methyl-isoxazol-5-yl)-biphenyl-4-yl]-cyclopropanecarboxylic acid ethyl ester (0.100 g, 0.265 mmol) and benzyl bromide (0.031 mL, 0.265 mmol) were dissolved in dioxane. Sodium hydride (60% in mineral oil, 0.016 g, 0.398 mmol) was added and the reaction was heated to 60° C. overnight. Upon cooling the reaction was partitioned between EtOAc and H2O, acidified with 1 N HCl (aq.) and extracted with EtOAc. After drying the residue was purified by silica gel chromatography (EtO...